From a dataset of the Open Reaction Database (ORD), a public repository of structured organic reaction records. describe an organic reaction: reactants, conditions, products, and yield The reactants are O=C1N(C2=C(N1)C=CC=C2CC(=O)OCC)CC2=CC=CC=C2 (Ethyl 2-(2-oxo-3-benzylbenzimidazolyl)acetate), [OH-].[K+] (potassium hydroxide). Run in C(C)O (ethanol). The product is O=C1N(C2=C(N1)C=CC=C2CC(=O)O)CC2=CC=CC=C2 (2-(2-Oxo-3-benzylbenzimidazolyl) Acetic Acid). Yield: 87.0%. Reaction SMILES: [O:1]=[C:2]1[NH:6][C:5]2[CH:7]=[CH:8][CH:9]=[C:10]([CH2:11][C:12]([O:14]CC)=[O:13])[C:4]=2[N:3]1[CH2:17][C:18]1[CH:23]=[CH:22][CH:21]=[CH:20][CH:19]=1.[OH-].[K+]>C(O)C>[O:1]=[C:2]1[NH:6][C:5]2[CH:7]=[CH:8][CH:9]=[C:10]([CH2:11][C:12]([OH:14])=[O:13])[C:4]=2[N:3]1[CH2:17][C:18]1[CH:23]=[CH:22][CH:21]=[CH:20][CH:19]=1 |f:1.2|. Procedure: Ethyl 2-(2-oxo-3-benzylbenzimidazolyl)acetate (4.19 mmol, 1.3 g) (example 1) is added to potassium hydroxide (13.41 mmol, 0.75 g) in ethanol (10 ml), and the mixture is stirred at reflux for 2 hours. The solvent is evaporated and water (40 ml) is added. The pH is adjusted to 1-2 with concentrated hydrochloric acid. The colorless precipitate is filtered off and dried in vacuo to yield the title compound (87%) (R1=CH2—C(O)—OH, R2=benzyl, n=0). Reactants: CCOC(=O)C(C)CC(Cc1ccc(-c2ccccc2)cc1)NC(=O)Cc1cccs1, CCOC(C)=O, CCO, [Na+], [OH-]. The product is CC(CC(Cc1ccc(-c2ccccc2)cc1)NC(=O)Cc1cccs1)C(=O)O. RXN SMILES: [CH2:1]([CH3:2])[O:3][C:4]([CH:5]([CH2:6][CH:7]([CH2:8][c:9]1[cH:10][cH:11][c:12](-[c:15]2[cH:16][cH:17][cH:18][cH:19][cH:20]2)[cH:13][cH:14]1)[NH:21][C:22]([CH2:23][c:24]1[s:25][cH:26][cH:27][cH:28]1)=[O:29])[CH3:30])=[O:31].[CH3:34][CH2:35][O:36][C:37](=[O:38])[CH3:39].[CH3:40][CH2:41][OH:42].[Na+:33].[OH-:32]>>[O:3]=[C:4]([CH:5]([CH2:6][CH:7]([CH2:8][c:9]1[cH:10][cH:11][c:12](-[c:15]2[cH:16][cH:17][cH:18][cH:19][cH:20]2)[cH:13][cH:14]1)[NH:21][C:22]([CH2:23][c:24]1[s:25][cH:26][cH:27][cH:28]1)=[O:29])[CH3:30])[OH:31]. Starting materials: [Cl-].[Zn+2].[Cl-] (zinc chloride), BrC1=C(C#N)C=CC=C1 (2-bromobenzonitrile), [Li] (lithium), C1=CC=CC2=CC=CC=C12 (naphthalene). The solvent is C1CCOC1 (THF), C1CCOC1 (THF). Conditions: time 4 hour. The product is [Br-].C(#N)C1=C(C=CC=C1)[Zn+] (2-cyanophenylzinc bromide). RXN SMILES: [Li].C1C2C(=CC=CC=2)C=CC=1.[Cl-].[Zn+2:13].[Cl-].[Br:15][C:16]1[CH:23]=[CH:22][CH:21]=[CH:20][C:17]=1[C:18]#[N:19]>C1COCC1>[Br-:15].[C:18]([C:17]1[CH:20]=[CH:21][CH:22]=[CH:23][C:16]=1[Zn+:13])#[N:19] |f:2.3.4,7.8,^1:0|. Reported procedure: Preparation of 2,2′-dicyanobiphenyl by nickel catalyzed reaction of 2-cyanophenylzinc bromide with 2-chlorobenzonitrile: Activated zinc was prepared and reacted with 2-bromobenzonitrile to provide 2-cyanophenylzinc bromide, as follows: A mixture of 0.208 g (30.0 mmol) lithium wire and 3.91 g (30.5 mmol) naphthalene in 15 mL of THF was stirred at room temperature for 4 h. To the resultant dark green solution was then added a solution of 2.04 g (15.0 mmol) zinc chloride in 15 mL of THF. After stir... Starting materials: BrC(C(=O)Br)(C)C (2-bromo-2-methylpropionylbromid), C(=O)([O-])[O-].[K+].[K+] (K2CO3), C(C1=CC=CC=C1)OCCN (2-benzyloxyethylamine). Solvent: ClCCl (dichloromethane), ClCCl (dichloromethane). Run at time 1.5 hour. Product: C(C1=CC=CC=C1)OCCNC(C(C)(C)Br)=O (N-(2-benzyloxyethyl)-2-bromo-2-methylpropionamide). RXN SMILES: [Br:1][C:2]([CH3:7])([CH3:6])[C:3](Br)=[O:4].C([O-])([O-])=O.[K+].[K+].[CH2:14]([O:21][CH2:22][CH2:23][NH2:24])[C:15]1[CH:20]=[CH:19][CH:18]=[CH:17][CH:16]=1>ClCCl>[CH2:14]([O:21][CH2:22][CH2:23][NH:24][C:3](=[O:4])[C:2]([Br:1])([CH3:7])[CH3:6])[C:15]1[CH:20]=[CH:19][CH:18]=[CH:17][CH:16]=1 |f:1.2.3|. Reported procedure: To a mixture of 2-bromo-2-methylpropionylbromid (76 g), K2CO3 (55 g) and dichloromethane (700 ml) was added a solution of 2-benzyloxyethylamine (50 g) in dichloromethane (500 ml) at -10° C. After stirring at room temperature for 1.5 h the mixture was washed with water (500 ml) and dried (MgSO4). Evaporation of the solvents in vacuo afforded N-(2-benzyloxyethyl)-2-bromo-2-methylpropionamide as an oil: 104 g Starting materials: C(C)(C)(C)OC(=O)NC1CC2=CC=CC(=C2C1)C(=O)OC (2-(tert-butoxycarbonylamino)-4-methoxycarbonylindan), Cl.O1CCOCC1 (hydrochloric acid dioxane). Run in C(C)(=O)O (acetic acid). Product: Cl.NC1CC2=CC=CC(=C2C1)C(=O)OC (2-amino-4-methoxycarbonylindan hydrochloride). As a reaction SMILES: C(OC([NH:8][CH:9]1[CH2:17][C:16]2[C:11](=[CH:12][CH:13]=[CH:14][C:15]=2[C:18]([O:20][CH3:21])=[O:19])[CH2:10]1)=O)(C)(C)C.[ClH:22].O1CCOCC1>C(O)(=O)C>[ClH:22].[NH2:8][CH:9]1[CH2:17][C:16]2[C:11](=[CH:12][CH:13]=[CH:14][C:15]=2[C:18]([O:20][CH3:21])=[O:19])[CH2:10]1 |f:1.2,4.5|. Procedure: Using 2-(tert-butoxycarbonylamino)-4-methoxycarbonylindan (45 mg, 0.15 mmol) synthesized in the above Reference Production Example 7, 4N hydrochloric acid-dioxane (0.7 ml) and acetic acid (2.1 ml), a similar procedure to Production Example 213 was carried out to obtain 2-amino-4-methoxycarbonylindan hydrochloride. Then, using the 2-amino-4-methoxycarbonylindan hydrochloride, 4-chloro-5-methylthieno[2,3-d]pyrimidine (28 mg, 0.15 mmol), triethylamine (63 μl, 0.45 mmol), and ethanol (1 ml), a simil... Reactants: CC(=O)[O-], C=NO, Cl, Cl, [Cu+2], O=N[O-], CCc1cc(C#N)ccc1N, NO, [Na+], [Na+], [Na+], [Na+], O, O, O, O, O=S([O-])[O-], O=S(=O)([O-])[O-]. Product: CCc1cc(C#N)ccc1C=NO. As a reaction SMILES: [C:7]([O-:8])(=[O:9])[CH3:10].[CH2:34]=[N:35][OH:36].[ClH:1].[ClH:29].[Cu+2:43].[N:30]([O-:31])=[O:32].[NH2:18][c:19]1[c:20]([CH2:27][CH3:28])[cH:21][c:22]([C:23]#[N:24])[cH:25][cH:26]1.[NH2:2][OH:3].[Na+:11].[Na+:16].[Na+:17].[Na+:33].[OH2:37].[OH2:4].[OH2:5].[OH2:6].[S:12]([O-:13])([O-:14])=[O:15].[S:38]([O-:39])([O-:40])(=[O:41])=[O:42]>>[c:19]1([CH:34]=[N:35][OH:36])[c:20]([CH2:27][CH3:28])[cH:21][c:22]([C:23]#[N:24])[cH:25][cH:26]1. The reactants are OCc1c(-c2c(Cl)cccc2Cl)noc1C1CCC1, ClCCl, CC(C)OC(=O)N=NC(=O)OC(C)C, COC(=O)c1ccc2cc(-c3ccc(O)cc3)ccc2n1, c1ccc(P(c2ccccc2)c2ccccc2)cc1. Yields the product COC(=O)c1ccc2cc(-c3ccc(OCc4c(-c5c(Cl)cccc5Cl)noc4C4CCC4)cc3)ccc2n1. RXN SMILES: [CH:1]1([c:5]2[c:6]([CH2:18][OH:19])[c:7](-[c:10]3[c:11]([Cl:17])[cH:12][cH:13][cH:14][c:15]3[Cl:16])[n:8][o:9]2)[CH2:2][CH2:3][CH2:4]1.[Cl:74][CH2:75][Cl:76].[O:60]=[C:61]([O:62][CH:63]([CH3:64])[CH3:65])[N:66]=[N:67][C:68]([O:69][CH:70]([CH3:71])[CH3:72])=[O:73].[OH:20][c:21]1[cH:22][cH:23][c:24](-[c:27]2[cH:28][c:29]3[cH:30][cH:31][c:32]([C:37](=[O:38])[O:39][CH3:40])[n:33][c:34]3[cH:35][cH:36]2)[cH:25][cH:26]1.[c:41]1([P:42]([c:43]2[cH:44][cH:45][cH:46][cH:47][cH:48]2)[c:49]2[cH:50][cH:51][cH:52][cH:53][cH:54]2)[cH:55][cH:56][cH:57][cH:58][cH:59]1>>[CH:1]1([c:5]2[c:6]([CH2:18][O:19][c:21]3[cH:22][cH:23][c:24](-[c:27]4[cH:28][c:29]5[cH:30][cH:31][c:32]([C:37](=[O:38])[O:39][CH3:40])[n:33][c:34]5[cH:35][cH:36]4)[cH:25][cH:26]3)[c:7](-[c:10]3[c:11]([Cl:17])[cH:12][cH:13][cH:14][c:15]3[Cl:16])[n:8][o:9]2)[CH2:2][CH2:3][CH2:4]1. The reactants are O=C(Cl)c1cccnc1, COC(=O)c1ccc(NC(=O)C(CC2CCCC2)c2ccc(N)cc2)nc1, CCN(C(C)C)C(C)C, Cl, C1CCOC1. Product: COC(=O)c1ccc(NC(=O)C(CC2CCCC2)c2ccc(NC(=O)c3cccnc3)cc2)nc1. Reaction SMILES: [C:38]([c:39]1[cH:40][n:41][cH:42][cH:43][cH:44]1)(=[O:45])[Cl:46].[CH3:1][O:2][C:3]([c:4]1[cH:5][n:6][c:7]([NH:10][C:11]([CH:12]([CH2:13][CH:14]2[CH2:15][CH2:16][CH2:17][CH2:18]2)[c:19]2[cH:20][cH:21][c:22]([NH2:25])[cH:23][cH:24]2)=[O:26])[cH:8][cH:9]1)=[O:27].[CH:28]([N:29]([CH2:30][CH3:31])[CH:32]([CH3:33])[CH3:34])([CH3:35])[CH3:36].[ClH:37].[O:47]1[CH2:48][CH2:49][CH2:50][CH2:51]1>>[CH3:1][O:2][C:3]([c:4]1[cH:5][n:6][c:7]([NH:10][C:11]([CH:12]([CH2:13][CH:14]2[CH2:15][CH2:16][CH2:17][CH2:18]2)[c:19]2[cH:20][cH:21][c:22]([NH:25][C:38]([c:39]3[cH:40][n:41][cH:42][cH:43][cH:44]3)=[O:45])[cH:23][cH:24]2)=[O:26])[cH:8][cH:9]1)=[O:27].